From a dataset of the Open Reaction Database (ORD), a public repository of structured organic reaction records. describe an organic reaction: reactants, conditions, products, and yield Reactants: COc1cc(OC)c(CCC2(C3CCCC3)CC(=O)CC(=O)O2)cc1Cl, COc1cc2nc(CCl)[nH]c(=O)c2cc1OC, O. The product is COc1cc(OC)c(CCC2(C3CCCC3)CC(O)=C(Cc3nc4cc(OC)c(OC)cc4c(=O)[nH]3)C(=O)O2)cc1Cl. As a reaction SMILES: [Cl:18][c:19]1[c:20]([O:42][CH3:43])[cH:21][c:22]([O:40][CH3:41])[c:23]([CH2:25][CH2:26][C:27]2([CH:35]3[CH2:36][CH2:37][CH2:38][CH2:39]3)[CH2:28][C:29](=[O:34])[CH2:30][C:31](=[O:33])[O:32]2)[cH:24]1.[Cl:1][CH2:2][c:3]1[n:4][c:5]2[cH:6][c:7]([O:16][CH3:17])[c:8]([O:14][CH3:15])[cH:9][c:10]2[c:11](=[O:13])[nH:12]1.[OH2:44]>>[CH2:2]([c:3]1[n:4][c:5]2[cH:6][c:7]([O:16][CH3:17])[c:8]([O:14][CH3:15])[cH:9][c:10]2[c:11](=[O:13])[nH:12]1)[C:30]1=[C:29]([OH:34])[CH2:28][C:27]([CH2:26][CH2:25][c:23]2[c:22]([O:40][CH3:41])[cH:21][c:20]([O:42][CH3:43])[c:19]([Cl:18])[cH:24]2)([CH:35]2[CH2:36][CH2:37][CH2:38][CH2:39]2)[O:32][C:31]1=[O:33]. Starting materials: CC=1NC(=C(N1)C)C=1C=C(C(=O)OC)C=CC1C (methyl 3-(2,4-dimethyl-1H-imidazol-5-yl)-4-methylbenzoate), IC1=C(C(=NN1)C)C (5-iodo-3,4-dimethyl-1H-pyrazole), IC1=C(C(=NN1)C)C (5-iodo-3,4-dimethyl-1H-pyrazole), IC1=C(N=C(N1)C)C (5-iodo-2,4-dimethyl-1H-imidazole). Yields the product CC1=NNC(=C1C)C=1C=C(C(=O)OC)C=CC1C (Methyl 3-(3,4-dimethyl-1H-pyrazol-5-yl)-4-methylbenzoate). As a reaction SMILES: CC1[NH:3][C:4]([C:8]2[CH:9]=[C:10]([CH:15]=[CH:16][C:17]=2[CH3:18])[C:11]([O:13][CH3:14])=[O:12])=[C:5]([CH3:7])N=1.IC1N[N:23]=[C:22](C)[C:21]=1C.IC1NC(C)=NC=1C>>[CH3:21][C:22]1[C:5]([CH3:7])=[C:4]([C:8]2[CH:9]=[C:10]([CH:15]=[CH:16][C:17]=2[CH3:18])[C:11]([O:13][CH3:14])=[O:12])[NH:3][N:23]=1. Reported procedure: The title compound was prepared using standard chemical manipulations and procedures similar to those used for the preparation of compound 5.6, except 5-iodo-3,4-dimethyl-1H-pyrazole (compound 59.1) was used in place of 5-iodo-2,4-dimethyl-1H-imidazole (compound 5.5). m/z (ES+) 245 (M+H)+. Reactants: ClC(OC1=CC=C(C=C1)NC(C1=CN=C(C(=C1)I)N1CC(C1)CO)=O)(F)F (N-(4-(chlorodifluoromethoxy)phenyl)-6-(3-(hydroxymethyl)azetidin-1-yl)-5-iodonicotinamide), FC=1C=NNC1[Sn](CCCC)(CCCC)CCCC (4-fluoro-5-(tributylstannyl)-1H-pyrazole), CCOC(=O)C (EtOAc). Reagents/catalysts: C=1C=CC(=CC1)[P](C=2C=CC=CC2)(C=3C=CC=CC3)[Pd]([P](C=4C=CC=CC4)(C=5C=CC=CC5)C=6C=CC=CC6)([P](C=7C=CC=CC7)(C=8C=CC=CC8)C=9C=CC=CC9)[P](C=1C=CC=CC1)(C=1C=CC=CC1)C=1C=CC=CC1 (Pd(PPh3)4). Solvent: CS(=O)C (DMSO). Reaction conditions: temperature 100 celsius, time 21 hour. The product is ClC(OC1=CC=C(C=C1)NC(C1=CN=C(C(=C1)C1=C(C=NN1)F)N1CC(C1)CO)=O)(F)F (N-(4-(Chlorodifluoromethoxy)phenyl)-5-(4-fluoro-1H-pyrazol-5-yl)-6-(3-(hydroxymethyl)azetidin-1-yl)nicotinamide). As a reaction SMILES: [Cl:1][C:2]([F:27])([F:26])[O:3][C:4]1[CH:9]=[CH:8][C:7]([NH:10][C:11](=[O:25])[C:12]2[CH:17]=[C:16](I)[C:15]([N:19]3[CH2:22][CH:21]([CH2:23][OH:24])[CH2:20]3)=[N:14][CH:13]=2)=[CH:6][CH:5]=1.[F:28][C:29]1[CH:30]=[N:31][NH:32][C:33]=1[Sn](CCCC)(CCCC)CCCC.CCOC(C)=O>CS(C)=O.C1C=CC([P]([Pd]([P](C2C=CC=CC=2)(C2C=CC=CC=2)C2C=CC=CC=2)([P](C2C=CC=CC=2)(C2C=CC=CC=2)C2C=CC=CC=2)[P](C2C=CC=CC=2)(C2C=CC=CC=2)C2C=CC=CC=2)(C2C=CC=CC=2)C2C=CC=CC=2)=CC=1>[Cl:1][C:2]([F:27])([F:26])[O:3][C:4]1[CH:9]=[CH:8][C:7]([NH:10][C:11](=[O:25])[C:12]2[CH:17]=[C:16]([C:33]3[NH:32][N:31]=[CH:30][C:29]=3[F:28])[C:15]([N:19]3[CH2:22][CH:21]([CH2:23][OH:24])[CH2:20]3)=[N:14][CH:13]=2)=[CH:6][CH:5]=1 |^1:60,62,81,100|. Procedure: A mixture of N-(4-(chlorodifluoromethoxy)phenyl)-6-(3-(hydroxymethyl)azetidin-1-yl)-5-iodonicotinamide (Stage 92.1, 200 mg, 0.392 mmol), 4-fluoro-5-(tributylstannyl)-1H-pyrazole (147 mg, 0.392 mmol), Pd(PPh3)4 (22.67 mg, 0.02 mmol) in DMSO (2 mL) was stirred at 100° C. under argon atmosphere for 21 h. The RM was treated with EtOAc, washed with sat. aq. NaHCO3 and brine dried over Na2SO4 and the solvent was evaporated off under reduced pressure. The residue was purified by flash chromatography on... Starting materials: NC=1C=NC=CC1 (3-aminopyridine), [N+](=O)([O-])C=1C=C(C=CC1)S(=O)(=O)Cl (3-nitrobenzene sulphonyl chloride). The solvent is N1=CC=CC=C1 (pyridine). Run at temperature 50 celsius. Product: N1=CC(=CC=C1)NS(=O)(=O)C=1C=C(C=CC1)[N+](=O)[O-] (3-(Pyrid-3-ylaminosulphonyl)-nitrobenzene). Isolated yield 76.6%. As a reaction SMILES: [NH2:1][C:2]1[CH:3]=[N:4][CH:5]=[CH:6][CH:7]=1.[N+:8]([C:11]1[CH:12]=[C:13]([S:17](Cl)(=[O:19])=[O:18])[CH:14]=[CH:15][CH:16]=1)([O-:10])=[O:9]>N1C=CC=CC=1>[N:4]1[CH:5]=[CH:6][CH:7]=[C:2]([NH:1][S:17]([C:13]2[CH:12]=[C:11]([N+:8]([O-:10])=[O:9])[CH:16]=[CH:15][CH:14]=2)(=[O:18])=[O:19])[CH:3]=1. Procedure details: To a stirred solution of 3-aminopyridine (2 g, 21.3 mmol) in pyridine (100 ml) was added 3-nitrobenzene sulphonyl chloride (4.43 g, 20 mmol) and the mixture was heated to 50° C. for 3 hours. After cooling it was partitioned between ethyl acetate and water and the organic washed with water (×2) and half saturated aqueous sodium chloride solution, separated, dried and evaporated to give a crude yield of 4.96 g. It was then triturated with dichloromethane and sonicated for 0.25 hours before being f... Reactants: O1C(OCC1)C=1C=CC2=C(C=C(O2)CC2=CC=C(C=C2)F)C1 (5-[1,3]dioxolan-2-yl-2-(4-fluoro-benzyl)-benzofuran), C(Br)(Br)(Br)Br (carbon tetrabromide), C1(=CC=CC=C1)P(C1=CC=CC=C1)C1=CC=CC=C1 (triphenylphosphine). Run in C(Cl)Cl (methylene chloride), C(Cl)Cl (methylene chloride). The product is FC1=CC=C(CC=2OC3=C(C2)C=C(C=C3)C=O)C=C1 (2-(4-Fluoro-benzyl)-benzofuran-5-carbaldehyde). As a reaction SMILES: [O:1]1CCO[CH:2]1[C:6]1[CH:7]=[CH:8][C:9]2[O:13][C:12]([CH2:14][C:15]3[CH:20]=[CH:19][C:18]([F:21])=[CH:17][CH:16]=3)=[CH:11][C:10]=2[CH:22]=1.C(Br)(Br)(Br)Br.C1(P(C2C=CC=CC=2)C2C=CC=CC=2)C=CC=CC=1>C(Cl)Cl>[F:21][C:18]1[CH:19]=[CH:20][C:15]([CH2:14][C:12]2[O:13][C:9]3[CH:8]=[CH:7][C:6]([CH:2]=[O:1])=[CH:22][C:10]=3[CH:11]=2)=[CH:16][CH:17]=1. Reported procedure: Into a methylene chloride (4 mL) solution of 5-[1,3]dioxolan-2-yl-2-(4-fluoro-benzyl)-benzofuran (100 mg, 0.335 mmol) and carbon tetrabromide (222 mg, 0.67 mmol) was dropped a methylene chloride (1 mL) solution of triphenylphosphine (176 mg, 0.67 mmol), while cooling with ice. Starting materials: NC1=CC=C(C(=C1O)S(=O)(=O)N1CCN(CC1)C)Cl (6-amino-3-chloro-2-(4-methylpiperazine-1-sulfonyl)phenol), C(C)OC=1C(C(C1OCC)=O)=O (3,4-diethoxy-3-cyclobutene-1,2-dione). Solvent: C(C)O (ethanol). Reaction conditions: temperature 50 celsius. Yields the product ClC1=C(C(=C(C=C1)NC=1C(C(C1OCC)=O)=O)O)S(=O)(=O)N1CCN(CC1)C (3-[4-chloro-2-hydroxy-3-(4-methylpiperazine-1-sulfonyl)phenylamino]-4-ethoxycyclobut-3-ene-1,2-dione). Isolated yield 73.4%. As a reaction SMILES: [NH2:1][C:2]1[C:7]([OH:8])=[C:6]([S:9]([N:12]2[CH2:17][CH2:16][N:15]([CH3:18])[CH2:14][CH2:13]2)(=[O:11])=[O:10])[C:5]([Cl:19])=[CH:4][CH:3]=1.[CH2:20]([O:22][C:23]1[C:24](=O)[C:25](=[O:30])[C:26]=1[O:27]CC)[CH3:21]>C(O)C>[Cl:19][C:5]1[CH:4]=[CH:3][C:2]([NH:1][C:24]2[C:25](=[O:30])[C:26](=[O:27])[C:23]=2[O:22][CH2:20][CH3:21])=[C:7]([OH:8])[C:6]=1[S:9]([N:12]1[CH2:17][CH2:16][N:15]([CH3:18])[CH2:14][CH2:13]1)(=[O:11])=[O:10]. Procedure: A mixture of 1.98 g (6.5 mmol, 1 eq) of 6-amino-3-chloro-2-(4-methylpiperazine-1-sulfonyl)phenol and 2.20 g (48.8 mmol, 2 eq) of 3,4-diethoxy-3-cyclobutene-1,2-dione was placed in solution in 20 ml of ethanol. The reaction medium was heated at 50° C. for 16 hours. The insoluble material was filtered off, washed with ethanol and dried under vacuum at 45° C. 2.05 g of 3-[4-chloro-2-hydroxy-3-(4-methylpiperazine-1-sulfonyl)phenylamino]-4-ethoxycyclobut-3-ene-1,2-dione were obtained in the form of a... Starting materials: CC1=NOC(=N1)C1=CC=C(C=C1)N1N=C2CCNCCC2=C1 (2-[4-(3-methyl-1,2,4-oxadiazol-5-yl)phenyl]-2,4,5,6,7,8-hexahydropyrazolo[3,4-d]azepine), C1(CCC1)=O (cyclobutanone), crude mixture, C(C)(=O)O[BH-](OC(C)=O)OC(C)=O.[Na+] (Sodium triacetoxyborohydride). The reagents and catalysts are C(C)(=O)O (acetic acid). Run in ClCCl (dichloromethane), CO (methanol). Conditions: time 20 minute. Product: C1(CCC1)N1CCC=2C(CC1)=CN(N2)C2=CC=C(C=C2)C2=NC(=NO2)C (6-Cyclobutyl-2-[4-(3-methyl-1,2,4-oxadiazol-5-yl)phenyl]-2,4,5,6,7,8-hexahydropyrazolo[3,4-d]azepine). Reaction SMILES: [CH3:1][C:2]1[N:6]=[C:5]([C:7]2[CH:12]=[CH:11][C:10]([N:13]3[CH:22]=[C:21]4[C:15]([CH2:16][CH2:17][NH:18][CH2:19][CH2:20]4)=[N:14]3)=[CH:9][CH:8]=2)[O:4][N:3]=1.[C:23]1(=O)[CH2:26][CH2:25][CH2:24]1.C(O[BH-](OC(=O)C)OC(=O)C)(=O)C.[Na+]>ClCCl.C(O)(=O)C.CO>[CH:23]1([N:18]2[CH2:19][CH2:20][C:21]3=[CH:22][N:13]([C:10]4[CH:11]=[CH:12][C:7]([C:5]5[O:4][N:3]=[C:2]([CH3:1])[N:6]=5)=[CH:8][CH:9]=4)[N:14]=[C:15]3[CH2:16][CH2:17]2)[CH2:26][CH2:25][CH2:24]1 |f:2.3|. Procedure details: To a solution of 2-[4-(3-methyl-1,2,4-oxadiazol-5-yl)phenyl]-2,4,5,6,7,8-hexahydropyrazolo[3,4-d]azepine (prepared as described in Description 35) (31 mg, 0.10 mmol) in dichloromethane (4 ml) was added cyclobutanone (30 mg, 0.42 mmol) and acetic acid (3 drops). The resulting mixture was stirred at room temperature, under argon, for 20 minutes. Sodium triacetoxyborohydride (89 mg, 0.42 mmol) was added and stirring continued overnight. The resulting crude mixture was diluted with methanol and then... Starting materials: C(C1=CC=CC=C1)OC=1C=C(CBr)C=C(C1)C (3-Benzyloxy-5-methylbenzyl bromide), Cl.CNC\C=C\C#CC(C)(C)C ((E)-N-methyl-6,6-dimethyl-2-hepten-4-ynylamine hydrochloride), C([O-])([O-])=O.[K+].[K+] (potassium carbonate). Run in CN(C=O)C (dimethylformamide). Run at time 8 hour. Product: Cl.CC(C#C/C=C/CN(C)CC1=CC(=CC(=C1)C)OCC1=CC=CC=C1)(C)C ((E)-N-(6,6-dimethyl-2-hepten-4-ynyl)-N-methyl-3-benzyloxy-5-methylbenzylamine hydrochloride). Isolated yield 63.3%. Reaction SMILES: [CH2:1]([O:8][C:9]1[CH:10]=[C:11]([CH:14]=[C:15]([CH3:17])[CH:16]=1)[CH2:12]Br)[C:2]1[CH:7]=[CH:6][CH:5]=[CH:4][CH:3]=1.[ClH:18].[CH3:19][NH:20][CH2:21]/[CH:22]=[CH:23]/[C:24]#[C:25][C:26]([CH3:29])([CH3:28])[CH3:27].C(=O)([O-])[O-].[K+].[K+]>CN(C)C=O>[ClH:18].[CH3:27][C:26]([CH3:29])([CH3:28])[C:25]#[C:24]/[CH:23]=[CH:22]/[CH2:21][N:20]([CH2:12][C:11]1[CH:14]=[C:15]([CH3:17])[CH:16]=[C:9]([O:8][CH2:1][C:2]2[CH:7]=[CH:6][CH:5]=[CH:4][CH:3]=2)[CH:10]=1)[CH3:19] |f:1.2,3.4.5,7.8|. Procedure: 3-Benzyloxy-5-methylbenzyl bromide (118 mg) and 76 mg of (E)-N-methyl-6,6-dimethyl-2-hepten-4-ynylamine hydrochloride were dissolved in 25 ml of dimethylformamide, and 67 mg of potassium carbonate was added. The mixture was stirred overnight at room temperature. The reaction mixture was evaporated under reduced pressure, and the residue was purified by preparative thin-layer chromatography [thin layer plate: Kieselgel 60F254, Art. 5715 (a product of E. Merck Co.); developing solvent: hexane/ethy... Reactants: C1(=CC=CC=C1)C(C)C (cumene), C(C)(C)C=1C(=C(C=CC1)C(C)C)C(C)C (triisopropylbenzene), B(F)(F)F (boron trifluoride). The solvent is F (hydrogen fluoride). Reaction conditions: time 2 hour. Product: C(C)(C)C1=C(C=CC=C1)C(C)C (diisopropylbenzene). Yield: 36.0%. Reaction SMILES: C1(C(C)C)C=CC=CC=1.[CH:10]([C:13]1[C:14]([CH:22]([CH3:24])[CH3:23])=[C:15](C(C)C)[CH:16]=[CH:17][CH:18]=1)([CH3:12])[CH3:11].B(F)(F)F>F>[CH:22]([C:14]1[CH:15]=[CH:16][CH:17]=[CH:18][C:13]=1[CH:10]([CH3:12])[CH3:11])([CH3:24])[CH3:23]. Procedure details: 12 g (0.1 mol) cumene and 10 g (0.05 mol) triisopropylbenzene are dissolved in 150 ml of anhydrous hydrogen fluoride at a temperature between -20° and 0°. While stirring the reaction mixture at this temperature, it is saturated with boron trifluoride and stirring is continued for two hours. After workup, as in Example 5, 36% diisopropylbenzene was obtained, comprised of 99.2% of the meta and 0.8% of the para isomer. The reactants are OC1=CC=C2C=CC(=CC2=C1)C#N (7-hydroxynaphthalene-2-carbonitrile), ClOC(C)(C)C (tert-butyl hypochlorite). Run in C(Cl)(Cl)Cl (chloroform). Run at time 15 minute. The product is ClC=1C(=CC=C2C=CC(=CC12)C#N)O (8-Chloro-7-hydroxynaphthalene-2-carbonitrile). As a reaction SMILES: [OH:1][C:2]1[CH:11]=[C:10]2[C:5]([CH:6]=[CH:7][C:8]([C:12]#[N:13])=[CH:9]2)=[CH:4][CH:3]=1.[Cl:14]OC(C)(C)C>C(Cl)(Cl)Cl>[Cl:14][C:11]1[C:2]([OH:1])=[CH:3][CH:4]=[C:5]2[C:10]=1[CH:9]=[C:8]([C:12]#[N:13])[CH:7]=[CH:6]2. Procedure: To a solution of 7-hydroxynaphthalene-2-carbonitrile (2.23 g) in chloroform (120 ml) was dropwise added tert-butyl hypochlorite (1.64 ml) with ice-cooling, and the mixture was stirred at room temperature for 15 min. After completion of the reaction, the resultant solid was collected by filtration and dried under reduced pressure to give the title compound (1.88 g).